Dataset: the Open Reaction Database (ORD), a public repository of structured organic reaction records. Task: describe an organic reaction: reactants, conditions, products, and yield Reactants: C(C[*:2])[*:1] (polyethylene), CCCC(C)C1(C(=O)NC(=O)NC1=O)CC (pentobarbital), ClC(C(O)O)(Cl)Cl (chloral hydrate), steel, silicone, C1=CC(=CC=C1[C@H]([C@@H](CO)NC(=O)C(Cl)Cl)O)[N+](=O)[O-] (chloramphenicol). Reaction conditions: time 2 hour. The product is NCCC1=CC=C(C=C1)O (tyramine). As a reaction SMILES: C[CH2:2][CH2:3][CH:4]([C:6]1(CC)C(=O)NC(=O)[NH:9][C:7]1=O)[CH3:5].Cl[C:18](Cl)(Cl)[CH:19]([OH:21])O.C1C([C@@H](O)[C@H](NC(C(Cl)Cl)=O)CO)=CC=C([N+]([O-])=O)C=1>>[NH2:9][CH2:7][CH2:6][C:4]1[CH:5]=[CH:18][C:19]([OH:21])=[CH:2][CH:3]=1. Procedure details: Rats were anesthetized with a mixture of pentobarbital (30 mg/kg) and chloral hydrate (120 mg/kg) by intraperitoneal injection. The left carotid artery and jugular vein were cannulated with fine polytene tubing (artery) or fine silicone rubber tubing connected to polyethylene tubing (vein), the distal end of which was brought under the skin to an anchor point behind the neck. The tubing was filled with heparinized saline solution, and plugged with a fine steel rod. The animals were treated with ...